From a dataset of the Open Reaction Database (ORD), a public repository of structured organic reaction records. describe an organic reaction: reactants, conditions, products, and yield Reactants: BrC1=CC=C(C=O)C=C1 (4-bromobenzaldehyde), [Si](C)(C)(C(C)(C)C)OC1=CC=C(C=C1)B(O)O (4-tert-butyl-dimethylsilyoxyphenylboronic acid). The product is [Si](C)(C)(C(C)(C)C)OC1=CC=C(C=C1)C1=CC=C(C=C1)C=O (4′-{[tert-Butyl(dimethyl)silyl]oxy}-1,1′-biphenyl-4-carbaldehyde), white crystal. Yield: 48.0%. Reaction SMILES: Br[C:2]1[CH:9]=[CH:8][C:5]([CH:6]=[O:7])=[CH:4][CH:3]=1.[Si:10]([O:17][C:18]1[CH:23]=[CH:22][C:21](B(O)O)=[CH:20][CH:19]=1)([C:13]([CH3:16])([CH3:15])[CH3:14])([CH3:12])[CH3:11]>>[Si:10]([O:17][C:18]1[CH:19]=[CH:20][C:21]([C:2]2[CH:9]=[CH:8][C:5]([CH:6]=[O:7])=[CH:4][CH:3]=2)=[CH:22][CH:23]=1)([C:13]([CH3:16])([CH3:15])[CH3:14])([CH3:12])[CH3:11]. Reported procedure: The title compound was prepared by reacting 4-bromobenzaldehyde (730 mg, 3.97 mmol) with 4-tert-butyl-dimethylsilyoxyphenylboronic acid (1.3 g, 5.16 mmol) according to Method B to yield 600 mg (48%) of white crystal: 1H NMR (DMSO-d6): δ 0.24 (6H, s), 1.01 (9H, s), 6.94 (2H, d, J=8.54 Hz), 7.53 (2H, d, J=8.56 Hz), 7.72 (2H, d, J=8.19 Hz), 7.93 (2H, d, 8.20 Hz), 10.04 (1H, s). Starting materials: ClCCl, SCCCS, O=Cc1ccccc1. Yields the product c1ccc(C2SCCCS2)cc1. As a reaction SMILES: [CH2:14]([Cl:15])[Cl:16].[CH2:9]([CH2:10][CH2:11][SH:12])[SH:13].[CH:1](=[O:2])[c:3]1[cH:4][cH:5][cH:6][cH:7][cH:8]1>>[CH:1]1([c:3]2[cH:4][cH:5][cH:6][cH:7][cH:8]2)[S:12][CH2:11][CH2:10][CH2:9][S:13]1. Starting materials: C=Cc1ccccc1, CCO[SiH](OCC)OCC, C=C(C)C(=O)O, Cc1ccccc1, [Pt]. Yields the product CCO[Si](CCc1ccccc1)(OCC)OCC. Reaction SMILES: [CH2:1]=[CH:2][c:3]1[cH:4][cH:5][cH:6][cH:7][cH:8]1.[CH2:9]([CH3:10])[O:11][SiH:12]([O:13][CH2:14][CH3:15])[O:16][CH2:17][CH3:18].[CH3:19][C:20]([C:21](=[O:22])[OH:23])=[CH2:24].[CH3:26][c:27]1[cH:28][cH:29][cH:30][cH:31][cH:32]1.[Pt:25]>>[CH2:1]([CH2:2][c:3]1[cH:4][cH:5][cH:6][cH:7][cH:8]1)[Si:12]([O:11][CH2:9][CH3:10])([O:13][CH2:14][CH3:15])[O:16][CH2:17][CH3:18].